This data is from the Open Reaction Database (ORD), a public repository of structured organic reaction records. The task is: describe an organic reaction: reactants, conditions, products, and yield The reactants are CC1=NC=C(C=C1)C=C (2-methyl-5-vinylpyridine), CC(C)([O-])C.[Na+] (sodium t-butoxide), BrC1=CC=CC=2C3=C(NC12)C1CCN(C3)CC1 (7-bromo-3,4,5,6-tetrahydro-1H-2,5-ethanoazepino[4,3-b]indole). The reagents and catalysts are C(C)(C)(C)P(C(C)(C)C)(C(C)(C)C)[Pd]P(C(C)(C)C)(C(C)(C)C)C(C)(C)C (bis(tri-t-butylphosphino)palladium). Solvent: O1CCOCC1 (1,4-dioxane). Conditions: temperature 105 celsius. Yields the product CC1=CC=C(C=N1)/C=C/C1=CC=CC=2C3=C(NC12)C1CCN(C3)CC1 (7-[(E)-2-(6-methylpyridin-3-yl)vinyl]-3,4,5,6-tetrahydro-1H-2,5-ethanoazepino[4,3-b]indole). As a reaction SMILES: [CH3:1][C:2]1[CH:7]=[CH:6][C:5]([CH:8]=[CH2:9])=[CH:4][N:3]=1.CC(C)([O-])C.[Na+].Br[C:17]1[C:25]2[NH:24][C:23]3[CH:26]4[CH2:32][CH2:31][N:29]([CH2:30][C:22]=3[C:21]=2[CH:20]=[CH:19][CH:18]=1)[CH2:28][CH2:27]4>C(P([Pd]P(C(C)(C)C)(C(C)(C)C)C(C)(C)C)(C(C)(C)C)C(C)(C)C)(C)(C)C.O1CCOCC1>[CH3:1][C:2]1[N:3]=[CH:4][C:5](/[CH:8]=[CH:9]/[C:17]2[C:25]3[NH:24][C:23]4[CH:26]5[CH2:32][CH2:31][N:29]([CH2:30][C:22]=4[C:21]=3[CH:20]=[CH:19][CH:18]=2)[CH2:28][CH2:27]5)=[CH:6][CH:7]=1 |f:1.2|. Reported procedure: A mixture of bis(tri-t-butylphosphino)palladium (26.3 mg, 0.052 mmol; Aldrich), the product of Example 1C (123 mg, 0.52 mmol), sodium t-butoxide (124 mg, 1.29 mmol; Aldrich) and the product of Example 1B (150 mg, 0.52 mmol) was combined with 1,4-dioxane (3 mL). The mixture was purged with a stream of nitrogen for 2 minutes, then heated at 105° C. for 6 hours in a sealed tube. The reaction mixture was cooled to room temperature and concentrated under vacuum. The residue was dissolved in dimethyl ...